Dataset: the Open Reaction Database (ORD), a public repository of structured organic reaction records. Task: describe an organic reaction: reactants, conditions, products, and yield The reactants are C(=O)(O)[O-].[Na+] (NaHCO3), CCO (EtOH), [OH-].[Na+] (NaOH), C(C1=CC=CC=C1)OCN1C(=NC=2N(C(N(C(C12)=O)C)=O)C1=C(C=C(C=C1)Cl)Cl)CC (7-benzyloxymethyl-3-(2,4-dichlorophenyl)-8-ethyl-1-methyl-3,7-dihydro-1H-purine-2,6-dione). Solvent: O1CCOCC1 (dioxane). Run at temperature 60 celsius. Product: C(C1=CC=CC=C1)OCN1C(=NC(=C1C(=O)NC)NC1=C(C=C(C=C1)Cl)Cl)CC (1-benzyloxymethyl-4-[(2,4-dichlorophenyl)amino]-2-ethyl-N-methyl-1H-imidazole-5-carboxamide). The yield is 59.1%. RXN SMILES: [CH2:1]([O:8][CH2:9][N:10]1[C:18]2[C:17](=[O:19])[N:16](C)[C:15](=O)[N:14]([C:22]3[CH:27]=[CH:26][C:25]([Cl:28])=[CH:24][C:23]=3[Cl:29])[C:13]=2[N:12]=[C:11]1[CH2:30][CH3:31])[C:2]1[CH:7]=[CH:6][CH:5]=[CH:4][CH:3]=1.CCO.[OH-].[Na+].C([O-])(O)=O.[Na+]>O1CCOCC1>[CH2:1]([O:8][CH2:9][N:10]1[C:18]([C:17]([NH:16][CH3:15])=[O:19])=[C:13]([NH:14][C:22]2[CH:27]=[CH:26][C:25]([Cl:28])=[CH:24][C:23]=2[Cl:29])[N:12]=[C:11]1[CH2:30][CH3:31])[C:2]1[CH:3]=[CH:4][CH:5]=[CH:6][CH:7]=1 |f:2.3,4.5|. Procedure details: 7-benzyloxymethyl-3-(2,4-dichlorophenyl)-8-ethyl-1-methyl-3,7-dihydro-1H-purine-2,6-dione (5.20 g, 11.32 mmol) was dissolved in dioxane (25 mL) and the mixture was treated with EtOH (25 mL) and aqueous NaOH (50 mL, 3 N). The reaction mixture was heated at 60° C. for 2 h. The mixture was then cooled to rt and was transferred to a separatory funnel containing saturated aqueous NaHCO3 (100 mL). The aqueous layer was extracted with EtOAc (3×100 mL). The combined organic layers were washed with brine... Starting materials: IC1=C(C(=O)O)C=CC(=C1)[N+](=O)[O-] (2-iodo-4-nitrobenzoic acid), S(O)(O)(=O)=O (sulfuric acid), CO (methanol). Conditions: temperature 0 celsius. The product is IC1=C(C(=O)OC)C=CC(=C1)[N+](=O)[O-] (Methyl 2-iodo-4-nitrobenzoate). Yield: 62.0%. Reaction SMILES: [I:1][C:2]1[CH:10]=[C:9]([N+:11]([O-:13])=[O:12])[CH:8]=[CH:7][C:3]=1[C:4]([OH:6])=[O:5].S(=O)(=O)(O)O.[CH3:19]O>>[I:1][C:2]1[CH:10]=[C:9]([N+:11]([O-:13])=[O:12])[CH:8]=[CH:7][C:3]=1[C:4]([O:6][CH3:19])=[O:5]. Reported procedure: A solution of 2-iodo-4-nitrobenzoic acid (9 g, 30.7 mmol), methanol (88 mL) and sulfuric acid (0.82 mL, 15.4 mmol) was heated to reflux overnight. The reaction solution was cooled down to 0° C. for 30 minutes. The solid was filtered to give the desired product (5.90 g, 62%). LCMS calculated for C8H71NO4(M+H)+: m/z=308.0. Starting materials: KClO3, CS(=O)(=O)C1=CC=C(C=C1)O (4-Methanesulfonylphenol), CCO (EtOH), Cl (HCl). Run in O (water). Yields the product ClC1=C(C=C(C=C1)OC)S(=O)(=O)C (1-chloro-2-methanesulfonyl-4-methoxy-benzene), ClC1=C(C=CC=C1OC)S(=O)(=O)C (2-chloro-1-methanesulfonyl-3-methoxy-benzene). As a reaction SMILES: [CH3:1][S:2]([C:5]1[CH:10]=[CH:9][C:8](O)=[CH:7][CH:6]=1)(=[O:4])=[O:3].C[CH2:13][OH:14].[ClH:15]>O>[Cl:15][C:6]1[CH:7]=[CH:8][C:9]([O:14][CH3:13])=[CH:10][C:5]=1[S:2]([CH3:1])(=[O:4])=[O:3].[Cl:15][C:6]1[C:7]([O:14][CH3:13])=[CH:8][CH:9]=[CH:10][C:5]=1[S:2]([CH3:1])(=[O:4])=[O:3]. Reported procedure: 4-Methanesulfonylphenol (2.0 g, 11.6 mmol) mixed with 21:14 mL of EtOH:conc HCl was cooled to 0° C., then KClO3 (0.708 g, 5.81 mmol) dissolved in 17 mL of water was added slowly. After reaction overnight, the mixture was extracted with EtOAc and the extracts were concentrated in vacuum. The resulting residue was purified by reverse-phase HPLC to give both 1-chloro-2-methanesulfonyl-4-methoxy-benzene and 2-chloro-1-methanesulfonyl-3-methoxy-benzene. MS (DCI) m/z 224 (M+NH4)+. Reactants: Cl (HCl), CS(=O)(=O)OCCCOC1=CC2=C(C=CC=C2C=C1)CCNC(C)=O (3-({8-[2-(Acetylamino)ethyl]-2-naphthyl}oxy)propyl methanesulphonate). Run in O (water). Reaction conditions: time 20 minute. Yields the product C(C)(=O)NCCC=1C=CC=C2C=CC(=CC12)OCCCOC1=CC=C2C=CC=C(C2=C1)CCNC(C)=O (N-(2-{7-[3-({8-[2-(Acetylamino)ethyl]-2-naphthyl}oxy)propoxy]-1-naphthyl}ethyl)acetamide). RXN SMILES: CS([O:5][CH2:6][CH2:7][CH2:8][O:9][C:10]1[CH:19]=[CH:18][C:17]2[C:12](=[C:13]([CH2:20][CH2:21][NH:22][C:23](=[O:25])[CH3:24])[CH:14]=[CH:15][CH:16]=2)[CH:11]=1)(=O)=O.Cl>O>[C:23]([NH:22][CH2:21][CH2:20][C:13]1[CH:14]=[CH:15][CH:16]=[C:17]2[C:12]=1[CH:11]=[C:10]([O:5][CH2:6][CH2:7][CH2:8][O:9][C:10]1[CH:11]=[C:12]3[C:17]([CH:16]=[CH:15][CH:14]=[C:13]3[CH2:20][CH2:21][NH:22][C:23](=[O:25])[CH3:24])=[CH:18][CH:19]=1)[CH:19]=[CH:18]2)(=[O:25])[CH3:24]. Reported procedure: In a 100 ml round-bottomed flask containing 30 ml of methanol, 0.06 g of sodium is added in small portions. When the sodium has been completely used up, 0.0033 mol of the compound obtained in Preparation 1 is added, and the mixture is stirred for 20 minutes. The methanol is removed by evaporation under reduced pressure, the residue is taken up in 15 ml of DMF, and then 0.0027 mol of the compound obtained in Step B is added. The reaction mixture is then heated at reflux for 12 hours and subsequen...